From a dataset of the Open Reaction Database (ORD), a public repository of structured organic reaction records. describe an organic reaction: reactants, conditions, products, and yield Starting materials: CCOC(=O)CC(=O)OCC, C1CCNCC1, Cc1oc(-c2ccccc2)nc1COc1ccc(Cn2cc(C=O)c(-c3cccs3)n2)cc1, Cc1ccccc1, O=C(O)c1ccccc1. The product is CCOC(=O)C(Cc1cn(Cc2ccc(OCc3nc(-c4ccccc4)oc3C)cc2)nc1-c1cccs1)C(=O)OCC. Reaction SMILES: [C:34]([CH2:35][C:36](=[O:37])[O:38][CH2:39][CH3:40])(=[O:41])[O:42][CH2:43][CH3:44].[CH2:45]1[CH2:46][CH2:47][NH:48][CH2:49][CH2:50]1.[CH3:1][c:2]1[c:3]([CH2:13][O:14][c:15]2[cH:16][cH:17][c:18]([CH2:19][n:20]3[n:21][c:22](-[c:27]4[s:28][cH:29][cH:30][cH:31]4)[c:23]([CH:25]=[O:26])[cH:24]3)[cH:32][cH:33]2)[n:4][c:5](-[c:7]2[cH:8][cH:9][cH:10][cH:11][cH:12]2)[o:6]1.[CH3:60][c:61]1[cH:62][cH:63][cH:64][cH:65][cH:66]1.[OH:51][C:52]([c:53]1[cH:54][cH:55][cH:56][cH:57][cH:58]1)=[O:59]>>[CH3:1][c:2]1[c:3]([CH2:13][O:14][c:15]2[cH:16][cH:17][c:18]([CH2:19][n:20]3[n:21][c:22](-[c:27]4[s:28][cH:29][cH:30][cH:31]4)[c:23]([CH2:25][CH:35]([C:34](=[O:41])[O:42][CH2:43][CH3:44])[C:36](=[O:37])[O:38][CH2:39][CH3:40])[cH:24]3)[cH:32][cH:33]2)[n:4][c:5](-[c:7]2[cH:8][cH:9][cH:10][cH:11][cH:12]2)[o:6]1. Reactants: Cl[Bi](Cl)Cl, Cc1cc(N)c2cnn(-c3ccccc3)c2c1, Cc1ccc(S(=O)(=O)OCC2(C(F)(F)F)CO2)cc1, CCN(C(C)C)C(C)C, ClC(Cl)Cl, ClCCl, O=C([O-])[O-], C1CCOC1. Product: Cc1cc(NCC2(C(F)(F)F)CO2)c2cnn(-c3ccccc3)c2c1. As a reaction SMILES: [Bi:1]([Cl:2])([Cl:3])[Cl:4].[CH3:24][c:25]1[cH:26][c:27]([NH2:40])[c:28]2[cH:29][n:30][n:31](-[c:34]3[cH:35][cH:36][cH:37][cH:38][cH:39]3)[c:32]2[cH:33]1.[CH3:5][c:6]1[cH:7][cH:8][c:9]([S:10]([O:11][CH2:16][C:17]2([C:20]([F:21])([F:22])[F:23])[O:18][CH2:19]2)(=[O:12])=[O:13])[cH:14][cH:15]1.[CH:41]([N:42]([CH2:43][CH3:44])[CH:45]([CH3:46])[CH3:47])([CH3:48])[CH3:49].[CH:57]([Cl:58])([Cl:59])[Cl:60].[Cl:54][CH2:55][Cl:56].[O-:50][C:51](=[O:52])[O-:53].[O:61]1[CH2:62][CH2:63][CH2:64][CH2:65]1>>[CH2:16]([C:17]1([C:20]([F:21])([F:22])[F:23])[O:18][CH2:19]1)[NH:40][c:27]1[cH:26][c:25]([CH3:24])[cH:33][c:32]2[c:28]1[cH:29][n:30][n:31]2-[c:34]1[cH:35][cH:36][cH:37][cH:38][cH:39]1. Starting materials: C(C)OC1=NC=2C3=C(C=CC2C(=C1)OC1CC2C(N(CCCCC=CC4CC4(NC(C2C1)=O)C(=O)O)C)=O)OCO3 (17-[8-ethoxy[1,3]dioxolo[4,5-h]quinolin-6-yloxy]-13-methyl-2,14-dioxo-3,13-diazatricyclo[13.3.0.04,6]octadec-7-ene-4-carboxylic acid), C(C)OC1=NC2=C(C(=CC=C2C(=C1)OC1CC2C(N(CCCCC=CC3CC3(NC(C2C1)=O)C(=O)NS(=O)(=O)C1CC1)C)=O)OC)C (N-[17-[2-ethoxy-7-methoxy-8-methylquinolin-4-yloxy]-13-methyl-2,14-dioxo-3,13-diazatricyclo[13.3.0.04,6]octadec-7-ene-4-carbonyl](cyclo-propyl)sulfonamide). The product is C(C)OC1=NC=2C3=C(C=CC2C(=C1)OC1CC2C(N(CCCCC=CC4CC4(NC(C2C1)=O)C(=O)NS(=O)(=O)C1CC1)C)=O)OCO3 (N-[17-[8-ethoxy[1,3]dioxolo[4,5-h]quinolin-6-yloxy]-13-methyl-2,14-dioxo-3,13-diazatricyclo[13.3.0.04,6]octadec-7-ene-4-carbonyl]-(cyclo-propyl)sulfonamide). As a reaction SMILES: [CH2:1]([O:3][C:4]1[CH:13]=[C:12]([O:14][CH:15]2[CH2:32][CH:31]3[CH:17]([C:18](=[O:38])[N:19]([CH3:37])[CH2:20][CH2:21][CH2:22][CH2:23][CH:24]=[CH:25][CH:26]4[C:28]([C:34]([OH:36])=O)([NH:29][C:30]3=[O:33])[CH2:27]4)[CH2:16]2)[C:11]2[CH:10]=[CH:9][C:8]3[O:39][CH2:40][O:41][C:7]=3[C:6]=2[N:5]=1)[CH3:2].C(OC1C=C(OC2CC3C(C(=O)N(C)CCCCC=CC4C(C([NH:77][S:78]([CH:81]5[CH2:83][CH2:82]5)(=[O:80])=[O:79])=O)(NC3=O)C4)C2)C2C(=C(C)C(OC)=CC=2)N=1)C>>[CH2:1]([O:3][C:4]1[CH:13]=[C:12]([O:14][CH:15]2[CH2:32][CH:31]3[CH:17]([C:18](=[O:38])[N:19]([CH3:37])[CH2:20][CH2:21][CH2:22][CH2:23][CH:24]=[CH:25][CH:26]4[C:28]([C:34]([NH:77][S:78]([CH:81]5[CH2:83][CH2:82]5)(=[O:80])=[O:79])=[O:36])([NH:29][C:30]3=[O:33])[CH2:27]4)[CH2:16]2)[C:11]2[CH:10]=[CH:9][C:8]3[O:39][CH2:40][O:41][C:7]=3[C:6]=2[N:5]=1)[CH3:2]. Reported procedure: The title compound (15) was prepared from 17-[8-ethoxy[1,3]dioxolo[4,5-h]quinolin-6-yloxy]-13-methyl-2,14-dioxo-3,13-diazatricyclo[13.3.0.04,6]octadec-7-ene-4-carboxylic acid (14) following the procedure reported for synthesis of N-[17-[2-ethoxy-7-methoxy-8-methylquinolin-4-yloxy]-13-methyl-2,14-dioxo-3,13-diazatricyclo[13.3.0.04,6]octadec-7-ene-4-carbonyl](cyclopropyl)sulfonamide (3): m/z=669 (M+H)+. Starting materials: ClC1=CC=C(C=C1)C(C=1C=C2C(=CC(=NC2=CC1)O)Br)C1=CC=C(C=C1)Cl (6-[bis(4-chlorophenyl)methyl]-4-bromoquinolin-2-ol), FC(C1=CC=C(N)C=C1)(F)F (4-(trifluoromethyl)aniline), C(=O)([O-])[O-].[Cs+].[Cs+] (Cs2CO3). Reagents/catalysts: C=1C=CC(=CC1)/C=C/C(=O)/C=C/C2=CC=CC=C2.C=1C=CC(=CC1)/C=C/C(=O)/C=C/C2=CC=CC=C2.C=1C=CC(=CC1)/C=C/C(=O)/C=C/C2=CC=CC=C2.[Pd].[Pd] (Pd2(dba)3), C1=CC=C(C=C1)P([C-]2C=CC=C2)C3=CC=CC=C3.C1=CC=C(C=C1)P([C-]2C=CC=C2)C3=CC=CC=C3.[Fe+2] (dppf). Run in O1CCOCC1 (1,4-dioxane). Reaction conditions: temperature 100 celsius, time 8 hour. The product is ClC1=CC=C(C=C1)C(C=1C=C2C(=CC(=NC2=CC1)O)NC1=CC=C(C=C1)C(F)(F)F)C1=CC=C(C=C1)Cl (6-[bis(4-chlorophenyl)methyl]-4-[[4-(trifluoromethyl)phenyl]amino]quinolin-2-ol). Reaction SMILES: [Cl:1][C:2]1[CH:7]=[CH:6][C:5]([CH:8]([C:21]2[CH:26]=[CH:25][C:24]([Cl:27])=[CH:23][CH:22]=2)[C:9]2[CH:10]=[C:11]3[C:16](=[CH:17][CH:18]=2)[N:15]=[C:14]([OH:19])[CH:13]=[C:12]3Br)=[CH:4][CH:3]=1.[F:28][C:29]([F:38])([F:37])[C:30]1[CH:36]=[CH:35][C:33]([NH2:34])=[CH:32][CH:31]=1.C([O-])([O-])=O.[Cs+].[Cs+]>C1C=CC(/C=C/C(/C=C/C2C=CC=CC=2)=O)=CC=1.C1C=CC(/C=C/C(/C=C/C2C=CC=CC=2)=O)=CC=1.C1C=CC(/C=C/C(/C=C/C2C=CC=CC=2)=O)=CC=1.[Pd].[Pd].C1C=CC(P(C2C=CC=CC=2)[C-]2C=CC=C2)=CC=1.C1C=CC(P(C2C=CC=CC=2)[C-]2C=CC=C2)=CC=1.[Fe+2].O1CCOCC1>[Cl:1][C:2]1[CH:7]=[CH:6][C:5]([CH:8]([C:21]2[CH:26]=[CH:25][C:24]([Cl:27])=[CH:23][CH:22]=2)[C:9]2[CH:10]=[C:11]3[C:16](=[CH:17][CH:18]=2)[N:15]=[C:14]([OH:19])[CH:13]=[C:12]3[NH:34][C:33]2[CH:35]=[CH:36][C:30]([C:29]([F:28])([F:37])[F:38])=[CH:31][CH:32]=2)=[CH:4][CH:3]=1 |f:2.3.4,5.6.7.8.9,10.11.12|. Procedure details: Into a 8-mL round-bottom flask purged and maintained with an inert atmosphere of nitrogen, was placed 6-[bis(4-chlorophenyl)methyl]-4-bromoquinolin-2-ol (150 mg, 0.33 mmol, 1.00 equip), 4-(trifluoromethyl)aniline (78.9 mg, 0.49 mmol, 1.50 equip), Pd2(dba)3 (30 mg, 0.03 mmol, 0.10 equip), dppf (63.4 mg, 0.11 mmol, 0.35 equip), Cs2CO3 (266 mg, 0.82 mmol, 2.50 equip), and 1,4-dioxane (3 mL). The resulting solution was stirred overnight at 100° C. The reaction was then quenched by the addition of wa... Reactants: FC1=CC=C2C(C(=CN(C2=C1)C)C1=NN=NN1C)=O (7-fluoro-1-methyl-3-(1-methyl-1H-tetrazol-5-yl)-4-quinolone), N1CCCC1 (pyrrolidine). Product: CN1C=C(C(C2=CC=C(C=C12)N1CCCC1)=O)C1=NN=NN1C (1-methyl-3-(1-methyl-1H-tetrazol-5-yl)-7-pyrrolidino-4-quinolone), industrial methylated spirit water. As a reaction SMILES: F[C:2]1[CH:11]=[C:10]2[C:5]([C:6](=[O:19])[C:7]([C:13]3[N:17]([CH3:18])[N:16]=[N:15][N:14]=3)=[CH:8][N:9]2[CH3:12])=[CH:4][CH:3]=1.[NH:20]1[CH2:24][CH2:23][CH2:22][CH2:21]1>>[CH3:12][N:9]1[C:10]2[C:5](=[CH:4][CH:3]=[C:2]([N:20]3[CH2:24][CH2:23][CH2:22][CH2:21]3)[CH:11]=2)[C:6](=[O:19])[C:7]([C:13]2[N:17]([CH3:18])[N:16]=[N:15][N:14]=2)=[CH:8]1. Reported procedure: In a similar way to that described in Example 30, 7-fluoro-1-methyl-3-(1-methyl-1H-tetrazol-5-yl)-4-quinolone (5 g) was boiled under reflux with pyrrolidine (50 ml) for 20 hours to give 1-methyl-3-(1-methyl-1H-tetrazol-5-yl)-7-pyrrolidino-4-quinolone, m.p. 267°-270° (from industrial methylated spirit:water 5:1). As a reaction SMILES: [OH:1][C:2]1[CH:3]=[C:4]([CH:8]=[C:9]([N+:12]([O-:14])=[O:13])[C:10]=1[OH:11])[C:5]([OH:7])=[O:6].Cl.[CH2:16](Cl)Cl>>[OH:1][C:2]1[CH:3]=[C:4]([CH:8]=[C:9]([N+:12]([O-:14])=[O:13])[C:10]=1[OH:11])[C:5]([O:7][CH3:16])=[O:6]. Reaction conditions: time 3 hour. The product is OC=1C=C(C(=O)OC)C=C(C1O)[N+](=O)[O-] (methyl 3,4-dihydroxy-5-nitrobenzoate). The reactants are OC=1C=C(C(=O)O)C=C(C1O)[N+](=O)[O-] (3,4-dihydroxy-5-nitrobenzoic acid), Cl (hydrochloric acid), C(Cl)Cl (methylene chloride). Reported procedure: 1.0 g of 3,4-dihydroxy-5-nitrobenzoic acid is treated with 20 ml of methanolic hydrochloric acid, stirred at 45° for 3 hours and, after removing the solvent, the residue is taken up in methylene chloride. The organic phase is washed with sodium chloride solution, dried over sodium sulfate and evaporated. The crystalline product obtained is taken up in methylene chloride and filtered over a ten-fold amount of silica gel. The material obtained is recrystallized from ethyl acetate/n-hexane. There i... The reactants are [Br-], C[Mg+], CCOC(C)=O, CCCc1nc(C=O)c(C(=O)OCC)n1Cc1ccc(-c2ccccc2-c2nnnn2C(c2ccccc2)(c2ccccc2)c2ccccc2)cc1, [Cl-], [NH4+], C1CCOC1. Product: CCCc1nc(C(C)O)c(C(=O)OCC)n1Cc1ccc(-c2ccccc2-c2nnnn2C(c2ccccc2)(c2ccccc2)c2ccccc2)cc1. RXN SMILES: [Br-:1].[CH3:2][Mg+:3].[CH3:56][CH2:57][O:58][C:59](=[O:60])[CH3:61].[CH:4](=[O:5])[c:6]1[n:7][c:8]([CH2:53][CH2:54][CH3:55])[n:9]([CH2:16][c:17]2[cH:18][cH:19][c:20](-[c:23]3[c:24](-[c:29]4[n:30][n:31][n:32][n:33]4[C:34]([c:35]4[cH:36][cH:37][cH:38][cH:39][cH:40]4)([c:41]4[cH:42][cH:43][cH:44][cH:45][cH:46]4)[c:47]4[cH:48][cH:49][cH:50][cH:51][cH:52]4)[cH:25][cH:26][cH:27][cH:28]3)[cH:21][cH:22]2)[c:10]1[C:11](=[O:12])[O:13][CH2:14][CH3:15].[Cl-:62].[NH4+:63].[O:64]1[CH2:65][CH2:66][CH2:67][CH2:68]1>>[CH:4]([OH:5])([c:6]1[n:7][c:8]([CH2:53][CH2:54][CH3:55])[n:9]([CH2:16][c:17]2[cH:18][cH:19][c:20](-[c:23]3[c:24](-[c:29]4[n:30][n:31][n:32][n:33]4[C:34]([c:35]4[cH:36][cH:37][cH:38][cH:39][cH:40]4)([c:41]4[cH:42][cH:43][cH:44][cH:45][cH:46]4)[c:47]4[cH:48][cH:49][cH:50][cH:51][cH:52]4)[cH:25][cH:26][cH:27][cH:28]3)[cH:21][cH:22]2)[c:10]1[C:11](=[O:12])[O:13][CH2:14][CH3:15])[CH3:56].